Dataset: the Open Reaction Database (ORD), a public repository of structured organic reaction records. Task: describe an organic reaction: reactants, conditions, products, and yield Starting materials: O=C(O)c1ccc2cc(Br)ccc2n1, CO, Cl. Yields the product COC(=O)c1ccc2cc(Br)ccc2n1. RXN SMILES: [Br:1][c:2]1[cH:3][c:4]2[cH:5][cH:6][c:7]([C:12](=[O:13])[OH:14])[n:8][c:9]2[cH:10][cH:11]1.[CH3:15][OH:16].[ClH:17]>>[Br:1][c:2]1[cH:3][c:4]2[cH:5][cH:6][c:7]([C:12](=[O:13])[O:14][CH3:15])[n:8][c:9]2[cH:10][cH:11]1. The reactants are BrCCCCC1=CC=C(C=C1)CCCC (1-(4-Bromo-butyl)-4-butyl-benzene), N1=CC(=CC(=C1)C)C (3,5-lutidine). Solvent: C(C)#N (acetonitrile). Product: [Br-].C(CCC)C1=CC=C(C=C1)CCCC[N+]1=CC(=CC(=C1)C)C (1-[4-(4-butyl-phenyl)-butyl]-3,5-dimethyl-pyridinium bromide). Isolated yield 81.0%. As a reaction SMILES: [Br:1][CH2:2][CH2:3][CH2:4][CH2:5][C:6]1[CH:11]=[CH:10][C:9]([CH2:12][CH2:13][CH2:14][CH3:15])=[CH:8][CH:7]=1.[N:16]1[CH:21]=[C:20]([CH3:22])[CH:19]=[C:18]([CH3:23])[CH:17]=1>C(#N)C>[Br-:1].[CH2:12]([C:9]1[CH:10]=[CH:11][C:6]([CH2:5][CH2:4][CH2:3][CH2:2][N+:16]2[CH:21]=[C:20]([CH3:22])[CH:19]=[C:18]([CH3:23])[CH:17]=2)=[CH:7][CH:8]=1)[CH2:13][CH2:14][CH3:15] |f:3.4|. Procedure: 1-(4-Bromo-butyl)-4-butyl-benzene (1 mmol) was added to a solution of 3,5-lutidine (3 mmol) in acetonitrile, and the solution was refluxed for 24 hours. The acetonitrile was removed in a vacuum, and the resulting residue was partitioned between ether and water. The aqueous layer was washed extensively with ether until no lutidine was left in the aqueous layer. The resulting aqueous solution of the product was extracted with chloroform. The chloroform was removed to afford the product (81%). 1HNM... The reactants are [OH-].[Li+] (lithiumhydroxide), C(C)OC(CC=1N(C=C(N1)C1=CC=C(C=C1)F)C1=CC=C(C=C1)F)=O ((1,4-bis-(4-fluoro-phenyl)-1H-imidazol-2-yl)-acetic acid ethyl ester). Solvent: O1CCOCC1 (dioxane). Conditions: time 2 hour. Yields the product [Li+].FC1=CC=C(C=C1)N1C(=NC(=C1)C1=CC=C(C=C1)F)CC(=O)[O-] ((1,4-bis-(4-fluoro-phenyl)-1H-imidazol-2-yl)-acetic acid lithium salt). As a reaction SMILES: [OH-].[Li+:2].C([O:5][C:6](=[O:27])[CH2:7][C:8]1[N:9]([C:20]2[CH:25]=[CH:24][C:23]([F:26])=[CH:22][CH:21]=2)[CH:10]=[C:11]([C:13]2[CH:18]=[CH:17][C:16]([F:19])=[CH:15][CH:14]=2)[N:12]=1)C>O1CCOCC1>[Li+:2].[F:26][C:23]1[CH:22]=[CH:21][C:20]([N:9]2[CH:10]=[C:11]([C:13]3[CH:18]=[CH:17][C:16]([F:19])=[CH:15][CH:14]=3)[N:12]=[C:8]2[CH2:7][C:6]([O-:27])=[O:5])=[CH:25][CH:24]=1 |f:0.1,4.5|. Reported procedure: 1.1 mL 1M aqueous lithiumhydroxide solution was added to 300 mg (1,4-bis-(4-fluoro-phenyl)-1H-imidazol-2-yl)-acetic acid ethyl ester in 10 mL dioxane. The reaction was stirred 2 h at RT and evaporated to give 270 mg desired product. Rt: 1.09 min (method A), (M+H)+: 315 The reactants are [O-]CC.[Na+] (sodium ethoxide), BrCCCCBr (1,4-dibromobutane), NC=1C(=CC(=NC1)NC1=NC=C(N=C1)C#N)NCC1CN(CCC1)C(=O)OC(C)(C)C (tert-Butyl 3-((5-amino-2-(5-cyanopyrazin-2-ylamino)pyridin-4-ylamino)methyl)piperidine-1-carboxylate). Solvent: C(C)O (ethanol). Yields the product N1CC(CCC1)CNC1=CC(=NC=C1N1CCCC1)NC=1N=CC(=NC1)C#N (5-(4-(piperidin-3-ylmethylamino)-5-(pyrrolidin-1-yl)pyridin-2-ylamino)pyrazine-2-carbonitrile). Yield: 29.0%. RXN SMILES: [NH2:1][C:2]1[C:3]([NH:17][CH2:18][CH:19]2[CH2:24][CH2:23][CH2:22][N:21](C(OC(C)(C)C)=O)[CH2:20]2)=[CH:4][C:5]([NH:8][C:9]2[CH:14]=[N:13][C:12]([C:15]#[N:16])=[CH:11][N:10]=2)=[N:6][CH:7]=1.[O-]CC.[Na+].Br[CH2:37][CH2:38][CH2:39][CH2:40]Br>C(O)C>[NH:21]1[CH2:22][CH2:23][CH2:24][CH:19]([CH2:18][NH:17][C:3]2[C:2]([N:1]3[CH2:40][CH2:39][CH2:38][CH2:37]3)=[CH:7][N:6]=[C:5]([NH:8][C:9]3[N:10]=[CH:11][C:12]([C:15]#[N:16])=[N:13][CH:14]=3)[CH:4]=2)[CH2:20]1 |f:1.2|. Reported procedure: tert-Butyl 3-((5-amino-2-(5-cyanopyrazin-2-ylamino)pyridin-4-ylamino)methyl)piperidine-1-carboxylate (40 mg, 0.094 mmol) (Synthesis 101-C) was dissolved in ethanol (2 mL) and treated with sodium ethoxide (34 mg, 0.509 mmol) and 1,4-dibromobutane (44 mg, 0.208 mmol) at between 70 and 80° C. for 96 h. The reaction was quenched with water and the aqueous phase extracted with dichloromethane. The combined organic phases were evaporated and the residue was treated with a 20% solution of TFA in dichlo... The reactants are C1CCOC1, CC1(C)CCC(C)(C)c2cc([Se]C#Cc3ccc(C(=O)O)cc3)ccc21, CCN=C=NCCCN(C)C, CCOC(C)=O, Nc1ccc(O)cc1, O. As a reaction SMILES: [CH2:47]1[O:48][CH2:49][CH2:50][CH2:51]1.[CH3:1][C:2]1([CH3:26])[c:3]2[cH:4][cH:5][c:6]([Se:14][C:15]#[C:16][c:17]3[cH:18][cH:19][c:20]([C:21](=[O:22])[OH:23])[cH:24][cH:25]3)[cH:7][c:8]2[C:9]([CH3:12])([CH3:13])[CH2:10][CH2:11]1.[CH3:27][N:28]([CH3:29])[CH2:30][CH2:31][CH2:32][N:33]=[C:34]=[N:35][CH2:36][CH3:37].[CH3:52][CH2:53][O:54][C:55](=[O:56])[CH3:57].[NH2:38][c:39]1[cH:40][cH:41][c:42]([OH:43])[cH:44][cH:45]1.[OH2:46]>>[CH3:1][C:2]1([CH3:26])[c:3]2[cH:4][cH:5][c:6]([Se:14][C:15]#[C:16][c:17]3[cH:18][cH:19][c:20]([C:21](=[O:23])[NH:38][c:39]4[cH:40][cH:41][c:42]([OH:43])[cH:44][cH:45]4)[cH:24][cH:25]3)[cH:7][c:8]2[C:9]([CH3:12])([CH3:13])[CH2:10][CH2:11]1. Yields the product CC1(C)CCC(C)(C)c2cc([Se]C#Cc3ccc(C(=O)Nc4ccc(O)cc4)cc3)ccc21.